Dataset: the Open Reaction Database (ORD), a public repository of structured organic reaction records. Task: describe an organic reaction: reactants, conditions, products, and yield Reactants: CO, COC(=O)CCC(c1ccc2c(C(F)(F)F)c(OC3CCC(C(C)(C)C)CC3)ccc2c1)[N+](=O)[O-], [Li+], C1CCOC1, [OH-], O. Yields the product CC(C)(C)C1CCC(Oc2ccc3cc(C(CCC(=O)O)[N+](=O)[O-])ccc3c2C(F)(F)F)CC1. RXN SMILES: [CH3:39][OH:40].[CH3:4][O:5][C:6]([CH2:7][CH2:8][CH:9]([N+:10](=[O:11])[O-:12])[c:13]1[cH:14][c:15]2[cH:16][cH:17][c:18]([O:27][CH:28]3[CH2:29][CH2:30][CH:31]([C:34]([CH3:35])([CH3:36])[CH3:37])[CH2:32][CH2:33]3)[c:19]([C:23]([F:24])([F:25])[F:26])[c:20]2[cH:21][cH:22]1)=[O:38].[Li+:1].[O:41]1[CH2:42][CH2:43][CH2:44][CH2:45]1.[OH-:2].[OH2:3]>>[O:5]=[C:6]([CH2:7][CH2:8][CH:9]([N+:10](=[O:11])[O-:12])[c:13]1[cH:14][c:15]2[cH:16][cH:17][c:18]([O:27][CH:28]3[CH2:29][CH2:30][CH:31]([C:34]([CH3:35])([CH3:36])[CH3:37])[CH2:32][CH2:33]3)[c:19]([C:23]([F:24])([F:25])[F:26])[c:20]2[cH:21][cH:22]1)[OH:38].